From a dataset of the Open Reaction Database (ORD), a public repository of structured organic reaction records. describe an organic reaction: reactants, conditions, products, and yield Reactants: CC(=O)O[BH-](OC(C)=O)OC(C)=O, O=C([O-])O, CC(=O)O, ClC(Cl)Cl, COc1ccc2ncc(=O)n(CCN3CCC(N)CC3)c2c1, [Na+], [Na+], O=Cc1ccc2c(c1)SCCS2. Yields the product COc1ccc2ncc(=O)n(CCN3CCC(NCc4ccc5c(c4)SCCS5)CC3)c2c1. RXN SMILES: [C:35]([O:36][BH-:37]([O:38][C:39](=[O:40])[CH3:41])[O:42][C:43](=[O:44])[CH3:45])(=[O:46])[CH3:47].[C:49](=[O:50])([O-:51])[OH:52].[CH3:54][C:55](=[O:56])[OH:57].[CH:58]([Cl:59])([Cl:60])[Cl:61].[NH2:1][CH:2]1[CH2:3][CH2:4][N:5]([CH2:8][CH2:9][n:10]2[c:11](=[O:22])[cH:12][n:13][c:14]3[cH:15][cH:16][c:17]([O:20][CH3:21])[cH:18][c:19]23)[CH2:6][CH2:7]1.[Na+:48].[Na+:53].[S:23]1[CH2:24][CH2:25][S:26][c:27]2[c:28]1[cH:29][cH:30][c:31]([CH:33]=[O:34])[cH:32]2>>[NH:1]([CH:2]1[CH2:3][CH2:4][N:5]([CH2:8][CH2:9][n:10]2[c:11](=[O:22])[cH:12][n:13][c:14]3[cH:15][cH:16][c:17]([O:20][CH3:21])[cH:18][c:19]23)[CH2:6][CH2:7]1)[CH2:33][c:31]1[cH:30][cH:29][c:28]2[c:27]([cH:32]1)[S:26][CH2:25][CH2:24][S:23]2. Starting materials: ClC1=CC=C(C(=O)C2=CC=C(C=C2)Cl)C=C1 (4,4'-dichlorobenzophenone), [Cl-].[NH4+] (ammonium chloride), S1N=CC=C1 (isothiazole), solution, C(CCC)[Li] (n-butyllithium). Run in O1CCCC1 (tetrahydrofuran), C1CCCCC1 (Cyclohexane), O1CCCC1 (tetrahydrofuran), CCCCCC (hexane). Run at time 2 hour. Product: ClC1=CC=C(C=C1)C(O)(C1=CC=NS1)C1=CC=C(C=C1)Cl (α,α-Bis(4-chlorophenyl)-5-isothiazolemethanol). RXN SMILES: [S:1]1[CH:5]=[CH:4][CH:3]=[N:2]1.C([Li])CCC.[Cl:11][C:12]1[CH:26]=[CH:25][C:15]([C:16]([C:18]2[CH:23]=[CH:22][C:21]([Cl:24])=[CH:20][CH:19]=2)=[O:17])=[CH:14][CH:13]=1.[Cl-].[NH4+]>O1CCCC1.CCCCCC.C1CCCCC1>[Cl:11][C:12]1[CH:26]=[CH:25][C:15]([C:16]([C:18]2[CH:23]=[CH:22][C:21]([Cl:24])=[CH:20][CH:19]=2)([C:5]2[S:1][N:2]=[CH:3][CH:4]=2)[OH:17])=[CH:14][CH:13]=1 |f:3.4|. Reported procedure: To a solution of 1.0 g of isothiazole in 20 ml of tetrahydrofuran were added 8.1 ml of a 1.52M solution of n-butyllithium in hexane at -78° C. The mixture was allowed to stir for 15 minutes at which time 3.2 g of 4,4'-dichlorobenzophenone were added as a solution in 25 ml of tetrahydrofuran. The reaction was allowed to warm to room temperature and was stirred for 2 hours. Twenty-five milliliters of a saturated ammonium chloride solution were added and the tetrahydrofuran was removed by evaporati... Reactants: C1CCOC1, CCCC[N+](CCCC)(CCCC)CCCC, [Na+], [OH-], [OH-], Cc1ccc(S(=O)(=O)Cl)cc1, c1cc[nH]c1. Product: Cc1ccc(S(=O)(=O)n2cccc2)cc1. Reaction SMILES: [CH2:37]1[O:38][CH2:39][CH2:40][CH2:41]1.[CH2:7]([N+:8]([CH2:9][CH2:10][CH2:11][CH3:12])([CH2:13][CH2:14][CH2:15][CH3:16])[CH2:17][CH2:18][CH2:19][CH3:20])[CH2:21][CH2:22][CH3:23].[Na+:25].[OH-:24].[OH-:6].[S:26](=[O:27])(=[O:28])([c:29]1[cH:30][cH:31][c:32]([CH3:33])[cH:34][cH:35]1)[Cl:36].[nH:1]1[cH:2][cH:3][cH:4][cH:5]1>>[n:1]1([S:26](=[O:27])(=[O:28])[c:29]2[cH:30][cH:31][c:32]([CH3:33])[cH:34][cH:35]2)[cH:2][cH:3][cH:4][cH:5]1. Reactants: C1(CCCC1)C(=O)N1CC(CC(C1)C1=CC=C(C=C1)CC)C(=O)O (1-(cyclopentylcarbonyl)-5-(4-ethylphenyl)piperidine-3-carboxylic acid), ON=C(N)C1=NC=CC=C1 (N′-hydroxypyridine-2-carboximidamide). Yields the product C1(CCCC1)C(=O)N1CC(CC(C1)C1=CC=C(C=C1)CC)C1=NC(=NO1)C1=NC=CC=C1 (2-{5-[1-(Cyclopentylcarbonyl)-5-(4-ethylphenyl)piperidin-3-yl]-1,2,4-oxadiazol-3-yl}pyridine). RXN SMILES: [CH:1]1([C:6]([N:8]2[CH2:13][CH:12]([C:14]3[CH:19]=[CH:18][C:17]([CH2:20][CH3:21])=[CH:16][CH:15]=3)[CH2:11][CH:10]([C:22]([OH:24])=O)[CH2:9]2)=[O:7])[CH2:5][CH2:4][CH2:3][CH2:2]1.O[N:26]=[C:27]([C:29]1[CH:34]=[CH:33][CH:32]=[CH:31][N:30]=1)[NH2:28]>>[CH:1]1([C:6]([N:8]2[CH2:13][CH:12]([C:14]3[CH:15]=[CH:16][C:17]([CH2:18][CH3:19])=[CH:20][CH:21]=3)[CH2:11][CH:10]([C:22]3[O:24][N:28]=[C:27]([C:29]4[CH:34]=[CH:33][CH:32]=[CH:31][N:30]=4)[N:26]=3)[CH2:9]2)=[O:7])[CH2:5][CH2:4][CH2:3][CH2:2]1. Procedure details: 66 mg (0.20 mmol) of 1-(cyclopentylcarbonyl)-5-(4-ethylphenyl)piperidine-3-carboxylic acid (Example 7A) and 30 mg (0.22 mmol, 1.1 eq.) of N′-hydroxypyridine-2-carboximidamide were reacted according to the General Method 1. Yield: 27 mg (30% of theory) The reactants are O1CCOC2=C1C=CC(=C2)CCN2C(CN(CC2)C(=O)OC(C)(C)C)C(=O)OCC (1-tert-butyl 3-ethyl 4-(2-(2,3-dihydro-1,4-benzodioxin-6-yl)ethyl)piperazine-1,3-dicarboxylate), Cl.C(C)O (hydrogen chloride ethanol), O (water). Solvent: C(C)(=O)OCC (ethyl acetate). Conditions: time 2 hour. Product: O1CCOC2=C1C=CC(=C2)CCN2C(CNCC2)C(=O)OCC (ethyl 1-(2-(2,3-dihydro-1,4-benzodioxin-6-yl)ethyl)piperazine-2-carboxylate). Reaction SMILES: [O:1]1[C:6]2[CH:7]=[CH:8][C:9]([CH2:11][CH2:12][N:13]3[CH2:18][CH2:17][N:16](C(OC(C)(C)C)=O)[CH2:15][CH:14]3[C:26]([O:28][CH2:29][CH3:30])=[O:27])=[CH:10][C:5]=2[O:4][CH2:3][CH2:2]1.Cl.C(O)C.O>C(OCC)(=O)C>[O:1]1[C:6]2[CH:7]=[CH:8][C:9]([CH2:11][CH2:12][N:13]3[CH2:18][CH2:17][NH:16][CH2:15][CH:14]3[C:26]([O:28][CH2:29][CH3:30])=[O:27])=[CH:10][C:5]=2[O:4][CH2:3][CH2:2]1 |f:1.2|. Procedure: To 0.60 g of 1-tert-butyl 3-ethyl 4-(2-(2,3-dihydro-1,4-benzodioxin-6-yl)ethyl)piperazine-1,3-dicarboxylate, 12 mL of 10 mol/L hydrogen chloride/ethanol was added, and the mixture was stirred for 2 hours, and then the solvent was removed under reduced pressure. The residue thus obtained was added with water and ethyl acetate. The aqueous layer was separated, ethyl acetate was added thereto, and the resultant solution was adjusted to pH 14 with a 5 mol/L aqueous sodium hydroxide solution. The org... The reactants are CC(C)(C)OC(=O)Nc1ccc(CO)cn1, CS(C)=O, O=S(=O)=O, c1ccncc1. The product is CC(C)(C)OC(=O)Nc1ccc(C=O)cn1. RXN SMILES: [C:1]([CH3:2])([CH3:3])([CH3:4])[O:5][C:6]([NH:7][c:8]1[n:9][cH:10][c:11]([CH2:14][OH:15])[cH:12][cH:13]1)=[O:16].[CH3:27][S:28]([CH3:29])=[O:30].[S:23](=[O:24])(=[O:25])=[O:26].[n:17]1[cH:18][cH:19][cH:20][cH:21][cH:22]1>>[C:1]([CH3:2])([CH3:3])([CH3:4])[O:5][C:6]([NH:7][c:8]1[n:9][cH:10][c:11]([CH:14]=[O:15])[cH:12][cH:13]1)=[O:16]. Starting materials: C(C1=CC=CC=C1)SCCCCOC=1C=CC2=C(C(OC(N2)=O)(C)C)C1 (6-(4-benzylmercapto-butoxy)-4,4-dimethyl-4H-3,1-benzoxazin-2-one), OO (hydrogen peroxide). Yields the product C(C1=CC=CC=C1)S(=O)CCCCOC=1C=CC2=C(C(OC(N2)=O)(C)C)C1 (6-(4-Benzylsulfinyl-butoxy)-4,4-dimethyl-4H-3,1-benzoxazin-2-one). RXN SMILES: [CH2:1]([S:8][CH2:9][CH2:10][CH2:11][CH2:12][O:13][C:14]1[CH:15]=[CH:16][C:17]2[NH:22][C:21](=[O:23])[O:20][C:19]([CH3:25])([CH3:24])[C:18]=2[CH:26]=1)[C:2]1[CH:7]=[CH:6][CH:5]=[CH:4][CH:3]=1.[OH:27]O>>[CH2:1]([S:8]([CH2:9][CH2:10][CH2:11][CH2:12][O:13][C:14]1[CH:15]=[CH:16][C:17]2[NH:22][C:21](=[O:23])[O:20][C:19]([CH3:24])([CH3:25])[C:18]=2[CH:26]=1)=[O:27])[C:2]1[CH:3]=[CH:4][CH:5]=[CH:6][CH:7]=1. Procedure details: Prepared analogously to Example 2 from 6-(4-benzylmercapto-butoxy)-4,4-dimethyl-4H-3,1-benzoxazin-2-one and hydrogen peroxide.